This data is from the Open Reaction Database (ORD), a public repository of structured organic reaction records. The task is: describe an organic reaction: reactants, conditions, products, and yield Starting materials: FC(C(C(F)(F)F)(O)C1=CC=C(C=C1)N1C(CN(CC1)S(=O)(=O)C=1SC=CC1)CC1=CC(=CC=C1)OC)(F)F (1,1,1,3,3,3-hexafluoro-2-(4-(2-(3-methoxybenzyl)-4-(thiophen-2-ylsulfonyl)piperazin-1-yl)phenyl)propan-2-ol), B(Br)(Br)Br (BBr3). The solvent is ClCCCl (DCE), C(=O)(O)[O-].[Na+] (NaHCO3). Conditions: temperature 80 celsius, time 2 hour. Product: FC(C(C(F)(F)F)(O)C1=CC=C(C=C1)N1C(CN(CC1)S(=O)(=O)C=1SC=CC1)CC=1C=C(C=CC1)O)(F)F (3-((1-(4-(1,1,1,3,3,3-hexafluoro-2-hydroxypropan-2-yl)phenyl)-4-(thiophen-2-ylsulfonyl)piperazin-2-yl)methyl)phenol). Isolated yield 86.1%. RXN SMILES: [F:1][C:2]([F:39])([F:38])[C:3]([C:9]1[CH:14]=[CH:13][C:12]([N:15]2[CH2:20][CH2:19][N:18]([S:21]([C:24]3[S:25][CH:26]=[CH:27][CH:28]=3)(=[O:23])=[O:22])[CH2:17][CH:16]2[CH2:29][C:30]2[CH:35]=[CH:34][CH:33]=[C:32]([O:36]C)[CH:31]=2)=[CH:11][CH:10]=1)([OH:8])[C:4]([F:7])([F:6])[F:5].B(Br)(Br)Br>ClCCCl.C([O-])(O)=O.[Na+]>[F:39][C:2]([F:1])([F:38])[C:3]([C:9]1[CH:14]=[CH:13][C:12]([N:15]2[CH2:20][CH2:19][N:18]([S:21]([C:24]3[S:25][CH:26]=[CH:27][CH:28]=3)(=[O:23])=[O:22])[CH2:17][CH:16]2[CH2:29][C:30]2[CH:31]=[C:32]([OH:36])[CH:33]=[CH:34][CH:35]=2)=[CH:11][CH:10]=1)([OH:8])[C:4]([F:7])([F:6])[F:5] |f:3.4|. Procedure details: To a 50-mL round-bottomed flask was added 1,1,1,3,3,3-hexafluoro-2-(4-(2-(3-methoxybenzyl)-4-(thiophen-2-ylsulfonyl)piperazin-1-yl)phenyl)propan-2-ol (38 mg, 0.064 mmol, Example 175) and BBr3 (0.025 mL, 0.256 mmol, Aldrich, St. Louis, Mo.) in DCE (3 mL). The reaction mixture was stirred at 80° C. for 2 h and then diluted with saturated NaHCO3 (20 mL) and extracted with EtOAc (2×30 mL). The organic extracts were washed with saturated aqueous NaCl (10 mL) and dried over Na2SO4. The solution was fi...